From a dataset of the Open Reaction Database (ORD), a public repository of structured organic reaction records. describe an organic reaction: reactants, conditions, products, and yield Starting materials: O=C1CCC(=O)N1Br, CC#N, COc1ccc2c(c1)CCC2, O. The product is COc1cc2c(cc1Br)CCC2. As a reaction SMILES: [Br:1][N:2]1[C:3](=[O:4])[CH2:5][CH2:6][C:7]1=[O:8].[CH3:20][C:21]#[N:22].[CH3:9][O:10][c:11]1[cH:12][c:13]2[c:17]([cH:18][cH:19]1)[CH2:16][CH2:15][CH2:14]2.[OH2:23]>>[Br:1][c:19]1[c:11]([O:10][CH3:9])[cH:12][c:13]2[c:17]([cH:18]1)[CH2:16][CH2:15][CH2:14]2. Reactants: CCOC(=O)CN(c1ccc(NC(=C2C(=O)Nc3ccc([N+](=O)[O-])cc32)c2ccccc2)cc1)S(C)(=O)=O, [Na+], C1COCCO1, [OH-]. Yields the product CS(=O)(=O)N(CC(=O)O)c1ccc(NC(=C2C(=O)Nc3ccc([N+](=O)[O-])cc32)c2ccccc2)cc1. Reaction SMILES: [CH2:1]([CH3:2])[O:3][C:4](=[O:5])[CH2:6][N:7]([S:8](=[O:9])(=[O:10])[CH3:11])[c:12]1[cH:13][cH:14][c:15]([NH:18][C:19]([c:20]2[cH:21][cH:22][cH:23][cH:24][cH:25]2)=[C:26]2[C:27](=[O:38])[NH:28][c:29]3[cH:30][cH:31][c:32]([N+:35](=[O:36])[O-:37])[cH:33][c:34]32)[cH:16][cH:17]1.[Na+:40].[O:41]1[CH2:42][CH2:43][O:44][CH2:45][CH2:46]1.[OH-:39]>>[O:3]=[C:4]([OH:5])[CH2:6][N:7]([S:8](=[O:9])(=[O:10])[CH3:11])[c:12]1[cH:13][cH:14][c:15]([NH:18][C:19]([c:20]2[cH:21][cH:22][cH:23][cH:24][cH:25]2)=[C:26]2[C:27](=[O:38])[NH:28][c:29]3[cH:30][cH:31][c:32]([N+:35](=[O:36])[O-:37])[cH:33][c:34]32)[cH:16][cH:17]1. Starting materials: CC=1SC(=C2N(C=NC21)CC2=CC=C(C=C2)C2=C(C=CC=C2)C2=NN=NN2)C(=O)OC (methyl 4-methyl-1-[[2'-(1H-tetrazol-5-yl) biphenyl-4-yl]methyl]thieno[3,4-d]imidazole-6-carboxylate). Solvent: [OH-].[Na+] (NaOH), CO (methanol). Product: CC=1SC(=C2N(C=NC21)CC2=CC=C(C=C2)C2=C(C=CC=C2)C2=NN=NN2)C(=O)O (4-Methyl-1-[[2'-(1H-tetrazol-5-yl)biphenyl-4-yl]methyl]thieno[3,4-d]imidazole-6-carboxylic acid). As a reaction SMILES: [CH3:1][C:2]1[S:3][C:4]([C:28]([O:30]C)=[O:29])=[C:5]2[C:9]=1[N:8]=[CH:7][N:6]2[CH2:10][C:11]1[CH:16]=[CH:15][C:14]([C:17]2[CH:22]=[CH:21][CH:20]=[CH:19][C:18]=2[C:23]2[NH:27][N:26]=[N:25][N:24]=2)=[CH:13][CH:12]=1>[OH-].[Na+].CO>[CH3:1][C:2]1[S:3][C:4]([C:28]([OH:30])=[O:29])=[C:5]2[C:9]=1[N:8]=[CH:7][N:6]2[CH2:10][C:11]1[CH:16]=[CH:15][C:14]([C:17]2[CH:22]=[CH:21][CH:20]=[CH:19][C:18]=2[C:23]2[NH:24][N:25]=[N:26][N:27]=2)=[CH:13][CH:12]=1 |f:1.2|. Procedure: A solution of methyl 4-methyl-1-[[2'-(1H-tetrazol-5-yl) biphenyl-4-yl]methyl]thieno[3,4-d]imidazole-6-carboxylate (0.1 g) in a mixture of 1N NaOH (1.5 ml) and methanol (5 ml) was heated for two days under reflux. The reaction mixture was neutralized with 1N HC1 to give crystals. Recrystallization from methanol--ethyl acetate afforded colorless crystals (0.1 g, quantitatively), m p 187°-189° C. (dec.). The product is CCOC(=O)c1cc(C(=O)NC)cc([N+](=O)[O-])c1. Reaction SMILES: [CH2:20]1[O:21][CH2:22][CH2:23][CH2:24]1.[CH2:3]([CH3:4])[O:5][C:6]([c:7]1[cH:8][c:9]([C:16](=[O:17])[Cl:18])[cH:10][c:11]([N+:13](=[O:14])[O-:15])[cH:12]1)=[O:19].[CH3:1][NH2:2]>>[CH3:1][NH:2][C:16]([c:9]1[cH:8][c:7]([C:6]([O:5][CH2:3][CH3:4])=[O:19])[cH:12][c:11]([N+:13](=[O:14])[O-:15])[cH:10]1)=[O:17]. Starting materials: C1CCOC1, CCOC(=O)c1cc(C(=O)Cl)cc([N+](=O)[O-])c1, CN. Reaction SMILES: [Br:31][CH2:32][CH2:33][CH2:34][CH2:35][CH2:36][Cl:37].[C:25](=[O:26])([O-:27])[O-:28].[CH2:8]([CH2:9][CH2:10][CH3:11])[O:12][c:13]1[n:14][c:15]([NH2:24])[c:16]2[n:17][c:18]([O:22][CH3:23])[nH:19][c:20]2[n:21]1.[F:1][C:2]([F:3])([F:4])[C:5]([OH:6])=[O:7].[K+:29].[K+:30].[O:38]=[CH:39][N:40]([CH3:41])[CH3:42]>>[CH2:8]([CH2:9][CH2:10][CH3:11])[O:12][c:13]1[n:14][c:15]([NH2:24])[c:16]2[n:17][c:18]([O:22][CH3:23])[n:19]([CH2:32][CH2:33][CH2:34][CH2:35][CH2:36][Cl:37])[c:20]2[n:21]1. Product: CCCCOc1nc(N)c2nc(OC)n(CCCCCCl)c2n1. Reactants: ClCCCCCBr, O=C([O-])[O-], CCCCOc1nc(N)c2nc(OC)[nH]c2n1, O=C(O)C(F)(F)F, [K+], [K+], CN(C)C=O. Reactants: C(=O)(OC(C)(C)C)N([C@@H](CC1=CC=CC=C1)C(=O)O)C (BOCMePheOH), C1CCCCC1 (cyclohexane), CNCCCSC (N-methyl-3-methylthiopropylamine), C(C)OC(C)=O (ethylacetate). The solvent is C(C)OC(C)=O.C1CCCCC1 (ethylacetate cyclohexane). Yields the product CN(C([C@@H](N(C)C(=O)OC(C)(C)C)CC1=CC=CC=C1)=O)CCCSC (t-Butyloxycarbonyl-N-methyl-L-phenylalanine-N-methyl-3-methylthiopropylamide). Reaction SMILES: [C:1]([N:8]([CH3:20])[C@H:9]([C:17]([OH:19])=O)[CH2:10][C:11]1[CH:16]=[CH:15][CH:14]=[CH:13][CH:12]=1)([O:3][C:4]([CH3:7])([CH3:6])[CH3:5])=[O:2].[CH3:21][NH:22][CH2:23][CH2:24][CH2:25][S:26][CH3:27].C(OC(=O)C)C.C1CCCCC1>C(OC(=O)C)C.C1CCCCC1>[CH3:21][N:22]([CH2:23][CH2:24][CH2:25][S:26][CH3:27])[C:17](=[O:19])[C@H:9]([CH2:10][C:11]1[CH:12]=[CH:13][CH:14]=[CH:15][CH:16]=1)[N:8]([C:1]([O:3][C:4]([CH3:5])([CH3:6])[CH3:7])=[O:2])[CH3:20] |f:4.5|. Reported procedure: This was prepared by coupling BOCMePheOH with N-methyl-3-methylthiopropylamine by the method of Example 1(b). The pure product was obtained after silica gel column chromatography in ethylacetate/cyclohexane (1:3). Rf=0.52 (ethylacetate:cyclohexane, 1:1) Starting materials: OB(O)c1cc(F)cc(F)c1, O=C1c2ccccc2C(=O)N1O. Yields the product O=C1c2ccccc2C(=O)N1Oc1cc(F)cc(F)c1. Reaction SMILES: [F:1][c:2]1[cH:3][c:4]([B:9]([OH:10])[OH:11])[cH:5][c:6]([F:8])[cH:7]1.[OH:12][N:13]1[C:14](=[O:23])[c:15]2[c:16]([cH:19][cH:20][cH:21][cH:22]2)[C:17]1=[O:18]>>[F:1][c:2]1[cH:3][c:4]([O:12][N:13]2[C:14](=[O:23])[c:15]3[c:16]([cH:19][cH:20][cH:21][cH:22]3)[C:17]2=[O:18])[cH:5][c:6]([F:8])[cH:7]1. Starting materials: N1=CC=CC=C1 (pyridine), C[C@@H]1N(CCC1)C1C[C@H](CC1)C1=CC=C(C=C1)N (4-[(S)-3-((S)-2-methyl-pyrrolidin-1-yl)-cyclopentyl]-phenylamine), C[C@@H]1N(CCC1)C1C[C@H](CC1)C1=CC=C(C=C1)N (4-[(S)-3-((S)-2-methyl-pyrrolidin-1-yl)-cyclopentyl]-phenylamine), O1CCC(CC1)C(=O)Cl (tetrahydro-pyran-4-carboxylic acid chloride), N.CO (NH3 MeOH). The solvent is C(Cl)Cl (DCM), C(Cl)Cl (DCM), C(Cl)Cl (DCM). Reaction conditions: time 30 minute. Product: C[C@@H]1N(CCC1)C1C[C@H](CC1)C1=CC=C(C=C1)NC(=O)C1CCOCC1 (Tetrahydro-pyran-4-carboxylic acid {4-[(S)-3-((S)-2-methyl-pyrrolidin-1-yl)-cyclopentyl]-phenyl}-amide). Yield: 87.7%. Reaction SMILES: [CH3:1][C@H:2]1[CH2:6][CH2:5][CH2:4][N:3]1[CH:7]1[CH2:11][CH2:10][C@H:9]([C:12]2[CH:17]=[CH:16][C:15]([NH2:18])=[CH:14][CH:13]=2)[CH2:8]1.[O:19]1[CH2:24][CH2:23][CH:22]([C:25](Cl)=[O:26])[CH2:21][CH2:20]1.N1C=CC=CC=1.N.CO>C(Cl)Cl>[CH3:1][C@H:2]1[CH2:6][CH2:5][CH2:4][N:3]1[CH:7]1[CH2:11][CH2:10][C@H:9]([C:12]2[CH:17]=[CH:16][C:15]([NH:18][C:25]([CH:22]3[CH2:23][CH2:24][O:19][CH2:20][CH2:21]3)=[O:26])=[CH:14][CH:13]=2)[CH2:8]1 |f:3.4|. Procedure details: 4-[(S)-3-((S)-2-Methyl-pyrrolidin-1-yl)-cyclopentyl]-phenylamine (Intermediate 14) (40 mg, 0.16 mmol) was dissolved in DCM (2 mL). To this solution was transferred a solution of tetrahydro-pyran-4-carboxylic acid chloride (71.3 mg, 0.5 mmol, 3.0 equiv.) in DCM (1 mL), followed by pyridine (0.5 mL). The solution was stirred at r.t. for 2 h when TLC (5% of 7N NH3 MeOH in DCM) and LC/MS showed that the reaction was complete. The reaction was quenched by addition of polymer bound diethylenetriamine ... The reactants are C1=CC(=CC=C1NC2=CC=C(C=C2)Br)Br (4,4′-dibromodiphenylamine), IC1=CC=CC=C1 (iodobenzene), N1=CC=CC2=CC=C3C=CC=NC3=C12 (1,10-phenanthroline), [OH-].[K+] (KOH). The reagents and catalysts are Cl[Cu] (CuCl). Solvent: C1(=CC=CC=C1)C (toluene), C1(=CC=CC=C1)C (toluene). Reaction conditions: temperature 130 celsius, time 24 hour. Yields the product C1=CC=C(C=C1)N(C2=CC=C(C=C2)Br)C3=CC=C(C=C3)Br (4,4′-dibromotriphenylamine). RXN SMILES: [CH:1]1[C:6]([NH:7][C:8]2[CH:13]=[CH:12][C:11]([Br:14])=[CH:10][CH:9]=2)=[CH:5][CH:4]=[C:3]([Br:15])[CH:2]=1.I[C:17]1[CH:22]=[CH:21][CH:20]=[CH:19][CH:18]=1.N1C2C(=CC=C3C=2N=CC=C3)C=CC=1.[OH-].[K+]>Cl[Cu].C1(C)C=CC=CC=1>[CH:17]1[CH:22]=[CH:21][C:20]([N:7]([C:8]2[CH:13]=[CH:12][C:11]([Br:14])=[CH:10][CH:9]=2)[C:6]2[CH:1]=[CH:2][C:3]([Br:15])=[CH:4][CH:5]=2)=[CH:19][CH:18]=1 |f:3.4|. Procedure details: In an oxygen-free glovebox, a 250 mL flask was charged with 4,4′-dibromodiphenylamine (15.0 g, 45.8 mmol), iodobenzene (18.7 g, 91.7 mmol), 1,10-phenanthroline (0.827 g, 4.59 mmol), CuCl (0.454 g, 4.59 mmol), KOH (15.4 g, 275 mmol), and toluene (125 mL). The flask was sealed and removed from the glovebox and heated to 130° C. and stirred for 24 hr. The flask was then removed from the oil bath and allowed to cool to room temperature. The solids were filtered off and the solvent was removed to yie...